Task: describe an organic reaction: reactants, conditions, products, and yield. Dataset: the Open Reaction Database (ORD), a public repository of structured organic reaction records The reactants are NCCCCCCCCN (1,8 diaminooctane), C(CCCCCCCCCCCCCCCCC)N=C=O (octadecyl isocyanate). Product: C(CCCCCCCCCCCCCCCCC)NC(=O)NCCCCCCCCN (1-octadecyl-3-(aminooctyl) urea). RXN SMILES: [NH2:1][CH2:2][CH2:3][CH2:4][CH2:5][CH2:6][CH2:7][CH2:8][CH2:9][NH2:10].[CH2:11]([N:29]=[C:30]=[O:31])[CH2:12][CH2:13][CH2:14][CH2:15][CH2:16][CH2:17][CH2:18][CH2:19][CH2:20][CH2:21][CH2:22][CH2:23][CH2:24][CH2:25][CH2:26][CH2:27][CH3:28]>>[CH2:11]([NH:29][C:30]([NH:1][CH2:2][CH2:3][CH2:4][CH2:5][CH2:6][CH2:7][CH2:8][CH2:9][NH2:10])=[O:31])[CH2:12][CH2:13][CH2:14][CH2:15][CH2:16][CH2:17][CH2:18][CH2:19][CH2:20][CH2:21][CH2:22][CH2:23][CH2:24][CH2:25][CH2:26][CH2:27][CH3:28]. Procedure details: 36 grams (.25 mole) of 1,8 diaminooctane was reacted with 20 gms (0.068 mole) octadecyl isocyanate as in Example 2. Yield: 26.6 gms, melting point 120°-145°-156°C.